From a dataset of the Open Reaction Database (ORD), a public repository of structured organic reaction records. describe an organic reaction: reactants, conditions, products, and yield Reactants: Cl, CN(C(=O)N(C)C1CNCC1c1ccc(F)c(F)c1)c1cc(C(F)(F)F)cc(C(F)(F)F)c1, O=C(O)C1CCOCC1. The product is CN(C(=O)N(C)C1CN(C(=O)C2CCOCC2)CC1c1ccc(F)c(F)c1)c1cc(C(F)(F)F)cc(C(F)(F)F)c1. As a reaction SMILES: [ClH:1].[F:2][C:3]([c:4]1[cH:5][c:6]([N:14]([C:15](=[O:16])[N:17]([CH3:18])[CH:19]2[CH2:20][NH:21][CH2:22][CH:23]2[c:24]2[cH:25][c:26]([F:31])[c:27]([F:30])[cH:28][cH:29]2)[CH3:32])[cH:7][c:8]([C:10]([F:11])([F:12])[F:13])[cH:9]1)([F:33])[F:34].[O:35]1[CH2:36][CH2:37][CH:38]([C:41](=[O:42])[OH:43])[CH2:39][CH2:40]1>>[F:2][C:3]([c:4]1[cH:5][c:6]([N:14]([C:15](=[O:16])[N:17]([CH3:18])[CH:19]2[CH2:20][N:21]([C:41]([CH:38]3[CH2:37][CH2:36][O:35][CH2:40][CH2:39]3)=[O:42])[CH2:22][CH:23]2[c:24]2[cH:25][c:26]([F:31])[c:27]([F:30])[cH:28][cH:29]2)[CH3:32])[cH:7][c:8]([C:10]([F:11])([F:12])[F:13])[cH:9]1)([F:33])[F:34].